Dataset: the Open Reaction Database (ORD), a public repository of structured organic reaction records. Task: describe an organic reaction: reactants, conditions, products, and yield The reactants are ClC1=C(C=C(C=C1)F)Cl (1,2-dichloro-4-fluorobenzene), CN[C@@H]1[C@@H](C2=CC=CC=C2C1)O ((±) cis 2-methylamino-1-indanol), [H-].[Na+] (sodium hydride). Yields the product Cl.ClC=1C=C(O[C@H]2[C@H](CC3=CC=CC=C23)NC)C=CC1Cl ((±) cis 1-(3,4-Dichlorophenoxy)-2-methylaminoindane Hydrochloride), hydrochloride salt. RXN SMILES: [CH3:1][NH:2][C@H:3]1[CH2:11][C:10]2[C:5](=[CH:6][CH:7]=[CH:8][CH:9]=2)[C@H:4]1[OH:12].[H-].[Na+].[Cl:15][C:16]1[CH:21]=[CH:20][C:19](F)=[CH:18][C:17]=1[Cl:23]>>[ClH:15].[Cl:15][C:16]1[CH:21]=[C:20]([CH:19]=[CH:18][C:17]=1[Cl:23])[O:12][C@@H:4]1[C:5]2[C:10](=[CH:9][CH:8]=[CH:7][CH:6]=2)[CH2:11][C@@H:3]1[NH:2][CH3:1] |f:1.2,4.5|. Procedure: The title compound was prepared in a similar manner to Example 26 from (±) cis 2-methylamino-1-indanol (0.815 g, 5.0 mmol), sodium hydride (0.18 g of an 80% dispersion in oil; 6.0 mmol) and 1,2-dichloro-4-fluorobenzene (0.99 g, 6.0 mmol). The crude product was purified by chromatography on silica eluting with 0-3% ethanol in diethyl ether. The resulting brown oil (1.3 g) was dissolved in hexane and treated with ethereal HCl to give the hydrochloride salt. Recrystallisation afforded the title com... The product is COC(=O)CCc1ccc(COCc2sc(-c3ccc(C(F)(F)F)cc3)nc2C(C)C)cc1C. The reactants are COC(=O)CCc1ccc(CI)cc1C, CC(C)c1nc(-c2ccc(C(F)(F)F)cc2)sc1CO, [H-], [Na+], CN(C)C=O, O. RXN SMILES: [CH3:21][O:22][C:23]([CH2:24][CH2:25][c:26]1[c:27]([CH3:34])[cH:28][c:29]([CH2:32][I:33])[cH:30][cH:31]1)=[O:35].[CH:1]([CH3:2])([CH3:3])[c:4]1[n:5][c:6](-[c:11]2[cH:12][cH:13][c:14]([C:17]([F:18])([F:19])[F:20])[cH:15][cH:16]2)[s:7][c:8]1[CH2:9][OH:10].[H-:36].[Na+:37].[O:39]=[CH:40][N:41]([CH3:42])[CH3:43].[OH2:38]>>[CH:1]([CH3:2])([CH3:3])[c:4]1[n:5][c:6](-[c:11]2[cH:12][cH:13][c:14]([C:17]([F:18])([F:19])[F:20])[cH:15][cH:16]2)[s:7][c:8]1[CH2:9][O:10][CH2:32][c:29]1[cH:28][c:27]([CH3:34])[c:26]([CH2:25][CH2:24][C:23]([O:22][CH3:21])=[O:35])[cH:31][cH:30]1. Reactants: [OH-].[K+] (potassium hydroxide), Cl.COC(C(C1=CC(=C(C=C1)O)COC)N)=O ((-)-α-Amino-4-hydroxy-3-(methoxymethyl)benzeneacetic acid methyl ester hydrochloride), C=1C=CC2=C(C1)C(=O)OC2(C=3C=CC(=CC3)O)C=4C=CC(=CC4)O (phenolphthalein). Run in CO (methanol). Yields the product COC(C(C1=CC(=C(C=C1)O)COC)N)=O ((-)-α-Amino-4-hydroxy-3-(methoxymethyl)benzeneacetic acid methyl ester). RXN SMILES: Cl.[CH3:2][O:3][C:4](=[O:17])[CH:5]([NH2:16])[C:6]1[CH:11]=[CH:10][C:9]([OH:12])=[C:8]([CH2:13][O:14][CH3:15])[CH:7]=1.[OH-].[K+].C1C=CC2C(C3C=CC(O)=CC=3)(C3C=CC(O)=CC=3)OC(=O)C=2C=1>CO>[CH3:2][O:3][C:4](=[O:17])[CH:5]([NH2:16])[C:6]1[CH:11]=[CH:10][C:9]([OH:12])=[C:8]([CH2:13][O:14][CH3:15])[CH:7]=1 |f:0.1,2.3|. Procedure details: (-)-α-Amino-4-hydroxy-3-(methoxymethyl)benzeneacetic acid methyl ester hydrochloride is dissolved in a minimum amount of methanol. To this solution is added methanolic potassium hydroxide until a basic reaction to phenolphthalein is observed. The potassium chloride which precipitates is removed and the solvent is removed under vacuum to give a quantitative yield of the title compound. Reactants: C(C1=CC=CC=C1)OC(=O)N1CCC(CC1)CN1C=NC=C1CN1N=C(C(=C1)C(=O)N1CCOCC1)C1=CC=CC2=CC=CC=C12 (1-[1-(1-Benzyloxycarbonyl-piperidin-4-ylmethyl)-1H-imidazol-5-ylmethyl]-4-(morpholin-4-yl)carbonyl-3-(naphthalen-1-yl)-1H-pyrazole), [H][H] (hydrogen). Reagents/catalysts: [C+4].[OH-].[Pd+2].[OH-].[OH-].[OH-].[OH-].[OH-] (palladium hydroxide carbon). The solvent is CO (methanol). Yields the product O.N.CO (ammonia water methanol), N1CCC(CC1)CN1C=NC=C1CN1N=C(C(=C1)C(=O)N1CCOCC1)C1=CC=CC2=CC=CC=C12 (1-[1-(Piperidin-4-ylmethyl)-1H-imidazol-5-ylmethyl]-4-(morpholin-4-yl)carbonyl-3-(naphthalen-1-yl)-1H-pyrazole). The yield is 144.4%. As a reaction SMILES: [CH2:1]([O:8]C([N:11]1[CH2:16][CH2:15][CH:14]([CH2:17][N:18]2[C:22]([CH2:23][N:24]3[CH:28]=[C:27]([C:29]([N:31]4[CH2:36][CH2:35][O:34][CH2:33][CH2:32]4)=[O:30])[C:26]([C:37]4[C:46]5[C:41](=[CH:42][CH:43]=[CH:44][CH:45]=5)[CH:40]=[CH:39][CH:38]=4)=[N:25]3)=[CH:21][N:20]=[CH:19]2)[CH2:13][CH2:12]1)=O)C1C=CC=CC=1.[H][H]>CO.[C+4].[OH-].[Pd+2].[OH-].[OH-].[OH-].[OH-].[OH-]>[OH2:8].[NH3:11].[CH3:1][OH:8].[NH:11]1[CH2:12][CH2:13][CH:14]([CH2:17][N:18]2[C:22]([CH2:23][N:24]3[CH:28]=[C:27]([C:29]([N:31]4[CH2:36][CH2:35][O:34][CH2:33][CH2:32]4)=[O:30])[C:26]([C:37]4[C:46]5[C:41](=[CH:42][CH:43]=[CH:44][CH:45]=5)[CH:40]=[CH:39][CH:38]=4)=[N:25]3)=[CH:21][N:20]=[CH:19]2)[CH2:15][CH2:16]1 |f:3.4.5.6.7.8.9.10,11.12.13|. Reported procedure: 227 mg (0.36 mmol) of the compound prepared in Example 158 was dissolved in methanol, 20 mg of palladium hydroxide carbon was added thereto, and the mixture was reacted under 1 atm of hydrogen for 2 hours. After the reaction was completed, the mixture was filtered and the solvent therein was removed. The residue was subjected to silica gel column chromatography(eluent: ammonia water/methanol=15/85, v/v) to give 120 mg (0.26 mmol, Yield 74%) of the title compound.